From a dataset of the Open Reaction Database (ORD), a public repository of structured organic reaction records. describe an organic reaction: reactants, conditions, products, and yield Starting materials: CC(C)O, CO, Cl, CC(C)(C)OC(=O)N1CCC(CNC(=O)c2cc(Cl)c(N)c3c2OC(C)(C)C3)C(O)C1. The product is CC1(C)Cc2c(N)c(Cl)cc(C(=O)NCC3CCNCC3O)c2O1. Reaction SMILES: [CH3:33][CH:34]([OH:35])[CH3:36].[CH3:37][OH:38].[ClH:32].[NH2:1][c:2]1[c:3]([Cl:31])[cH:4][c:5]([C:13](=[O:14])[NH:15][CH2:16][CH:17]2[CH:18]([OH:30])[CH2:19][N:20]([C:23]([O:24][C:25]([CH3:26])([CH3:27])[CH3:28])=[O:29])[CH2:21][CH2:22]2)[c:6]2[c:7]1[CH2:8][C:9]([CH3:11])([CH3:12])[O:10]2>>[NH2:1][c:2]1[c:3]([Cl:31])[cH:4][c:5]([C:13](=[O:14])[NH:15][CH2:16][CH:17]2[CH:18]([OH:30])[CH2:19][NH:20][CH2:21][CH2:22]2)[c:6]2[c:7]1[CH2:8][C:9]([CH3:11])([CH3:12])[O:10]2.